This data is from the Open Reaction Database (ORD), a public repository of structured organic reaction records. The task is: describe an organic reaction: reactants, conditions, products, and yield The reactants are Nc1ccc(Br)cc1Cl, CCOC(=O)c1c(OS(=O)(=O)C(F)(F)C(F)(F)C(F)(F)C(F)(F)F)c2cnccc2n1C, C1CCC2=NCCCN2CC1, Cc1ccccc1, CCOC(C)=O, O=C(C=Cc1ccccc1)C=Cc1ccccc1, O=C(C=Cc1ccccc1)C=Cc1ccccc1, O=C(C=Cc1ccccc1)C=Cc1ccccc1, [Pd], [Pd]. Product: CCOC(=O)c1c(Nc2ccc(Br)cc2Cl)c2cnccc2n1C. Reaction SMILES: [Br:33][c:34]1[cH:35][c:36]([Cl:41])[c:37]([NH2:38])[cH:39][cH:40]1.[CH2:1]([CH3:2])[O:3][C:4](=[O:5])[c:6]1[c:7]([O:16][S:17]([C:18]([F:19])([F:20])[C:21]([F:22])([F:23])[C:24]([F:25])([F:26])[C:27]([F:28])([F:29])[F:30])(=[O:31])=[O:32])[c:8]2[cH:9][n:10][cH:11][cH:12][c:13]2[n:14]1[CH3:15].[CH2:42]1[CH2:43][CH2:44][C:45]2=[N:50][CH2:49][CH2:48][CH2:47][N:46]2[CH2:51][CH2:52]1.[CH3:53][c:54]1[cH:55][cH:56][cH:57][cH:58][cH:59]1.[CH3:60][CH2:61][O:62][C:63](=[O:64])[CH3:65].[O:104]=[C:105]([CH:106]=[CH:107][c:108]1[cH:109][cH:110][cH:111][cH:112][cH:113]1)[CH:114]=[CH:115][c:116]1[cH:117][cH:118][cH:119][cH:120][cH:121]1.[O:68]=[C:69]([CH:70]=[CH:71][c:72]1[cH:73][cH:74][cH:75][cH:76][cH:77]1)[CH:78]=[CH:79][c:80]1[cH:81][cH:82][cH:83][cH:84][cH:85]1.[O:86]=[C:87]([CH:88]=[CH:89][c:90]1[cH:91][cH:92][cH:93][cH:94][cH:95]1)[CH:96]=[CH:97][c:98]1[cH:99][cH:100][cH:101][cH:102][cH:103]1.[Pd:66].[Pd:67]>>[CH2:1]([CH3:2])[O:3][C:4](=[O:5])[c:6]1[c:7]([NH:38][c:37]2[c:36]([Cl:41])[cH:35][c:34]([Br:33])[cH:40][cH:39]2)[c:8]2[cH:9][n:10][cH:11][cH:12][c:13]2[n:14]1[CH3:15]. Starting materials: C([O-])([O-])=O.[K+].[K+] (potassium carbonate), [N+](=O)(O)[O-].C1(=CC=CC=C1)NC(=N)N (phenylguanidine nitrate), CC1=CC(=O)C(C(=O)O1)C(=O)C (dehydroacetic acid), ice water, Cl (hydrochloric acid). Solvent: CN(C=O)C (dimethylformamide). Run at time 3 hour. The product is N(C1=CC=CC=C1)C1=NC(=CC(=N1)C)CC(=O)C (2-anilino-4-methyl-6-acetonyl-pyrimidine). Yield: 49.9%. As a reaction SMILES: C(=O)([O-])[O-].[K+].[K+].[N+]([O-])(O)=O.[C:11]1([NH:17][C:18]([NH2:20])=[NH:19])[CH:16]=[CH:15][CH:14]=[CH:13][CH:12]=1.[CH3:21][C:22]1[O:29]C(=O)[CH:26]([C:30]([CH3:32])=O)[C:24](=O)[CH:23]=1.Cl>CN(C)C=O>[NH:17]([C:18]1[N:20]=[C:30]([CH3:32])[CH:26]=[C:24]([CH2:23][C:22]([CH3:21])=[O:29])[N:19]=1)[C:11]1[CH:16]=[CH:15][CH:14]=[CH:13][CH:12]=1 |f:0.1.2,3.4|. Reported procedure: Into a 500 ml reaction flask equipped with a stirrer, a thermometer and a condenser, 200 ml of dimethylformamide, 13.8 g (0.1 mol) of potassium carbonate, 39.6 g (0.2 mol) of phenylguanidine nitrate and 33.6 g (0.2 mol) of dehydroacetic acid were charged, and the reaction was conducted at 140° C. for 3 hours. After completion of the reaction, the reaction solution was cooled and put into ice water. Then, the reaction solution was extracted with toluene and washed with water. Then, 21 g (0.2 mol)... Reactants: COc1ccc(C(C(=O)N2CCCCC2)C(COCc2ccccc2)C(=O)NO)cc1, CO, [Pd]. The product is COc1ccc(C(C(=O)N2CCCCC2)C(CO)C(=O)NO)cc1. Reaction SMILES: [CH2:1]([c:2]1[cH:3][cH:4][cH:5][cH:6][cH:7]1)[O:8][CH2:9][CH:10]([C:11](=[O:12])[NH:13][OH:14])[CH:15]([C:16]([N:17]1[CH2:18][CH2:19][CH2:20][CH2:21][CH2:22]1)=[O:23])[c:24]1[cH:25][cH:26][c:27]([O:30][CH3:31])[cH:28][cH:29]1.[CH3:32][OH:33].[Pd:34]>>[OH:8][CH2:9][CH:10]([C:11](=[O:12])[NH:13][OH:14])[CH:15]([C:16]([N:17]1[CH2:18][CH2:19][CH2:20][CH2:21][CH2:22]1)=[O:23])[c:24]1[cH:25][cH:26][c:27]([O:30][CH3:31])[cH:28][cH:29]1. Starting materials: C(C1=CC=CC=C1)OC=1C(=C2CC[C@H]([C@@H](C2=CC1)O)NC1CCC1)C(=O)OC (trans-6-benzyloxy-2-cyclobutylamino-1-hydroxy-5-methoxycarbonyl-1,2,3,4-tetrahydronaphthalene), [H-].[Al+3].[Li+].[H-].[H-].[H-] (lithium aluminum hydride), molecular nitrogen, solution, [OH-].[Na+] (sodium hydroxide). Run in O1CCCC1 (tetrahydrofuran). Product: C(C1=CC=CC=C1)OC=1C(=C2CC[C@H]([C@@H](C2=CC1)O)NC1CCC1)CO (trans-6-benzyloxy-2-cyclobutylamino-1-hydroxy-5-hydroxymethyl-1,2,3,4-tetrahydronaphthalene). Reaction SMILES: [CH2:1]([O:8][C:9]1[C:10]([C:25](OC)=[O:26])=[C:11]2[C:16](=[CH:17][CH:18]=1)[C@@H:15]([OH:19])[C@H:14]([NH:20][CH:21]1[CH2:24][CH2:23][CH2:22]1)[CH2:13][CH2:12]2)[C:2]1[CH:7]=[CH:6][CH:5]=[CH:4][CH:3]=1.[H-].[Al+3].[Li+].[H-].[H-].[H-].[OH-].[Na+]>O1CCCC1>[CH2:1]([O:8][C:9]1[C:10]([CH2:25][OH:26])=[C:11]2[C:16](=[CH:17][CH:18]=1)[C@@H:15]([OH:19])[C@H:14]([NH:20][CH:21]1[CH2:24][CH2:23][CH2:22]1)[CH2:13][CH2:12]2)[C:2]1[CH:3]=[CH:4][CH:5]=[CH:6][CH:7]=1 |f:1.2.3.4.5.6,7.8|. Procedure details: In 20 ml. of anhydrous tetrahydrofuran is dissolved 535 mg. of trans-6-benzyloxy-2-cyclobutylamino-1-hydroxy-5-methoxycarbonyl-1,2,3,4-tetrahydronaphthalene and with the addition of 200 mg. of lithium aluminum hydride, the solution is refluxed in a current of molecular nitrogen for 4 hours. After cooling, a 20 % solution of sodium hydroxide is added, followed by extraction with ethyl acetate. The ethyl acetate layer is washed with water, dried and concentrated under reduced pressure. The residue... The reactants are CC1(C(CC1=O)=O)C1=CC=CC=C1 (2-methyl-2-phenyl-cyclobutane-1,3-dione), COC=1C=C2C=CC(=CC2=CC1)C(O)C1=CC=CC=C1 ((6-methoxy-naphthalen-2-yl)-phenyl-methanol). Procedure details: Using general procedure D, 2-methyl-2-phenyl-cyclobutane-1,3-dione (Lit. 1) was reacted with (6-methoxy-naphthalen-2-yl)-phenyl-methanol to give the title compound as a colorless solid. MS: 419.3 ([M−H]−). Reaction SMILES: [CH3:1][C:2]1([C:8]2[CH:13]=[CH:12][CH:11]=[CH:10][CH:9]=2)[C:5](=[O:6])[CH2:4][C:3]1=[O:7].[CH3:14][O:15][C:16]1[CH:17]=[C:18]2[C:23](=[CH:24][CH:25]=1)[CH:22]=[C:21]([CH:26]([C:28]1[CH:33]=[CH:32][CH:31]=[CH:30][CH:29]=1)O)[CH:20]=[CH:19]2>>[OH:6][C:5]1[C:2]([CH3:1])([C:8]2[CH:13]=[CH:12][CH:11]=[CH:10][CH:9]=2)[C:3](=[O:7])[C:4]=1[CH:26]([C:21]1[CH:20]=[CH:19][C:18]2[C:23](=[CH:24][CH:25]=[C:16]([O:15][CH3:14])[CH:17]=2)[CH:22]=1)[C:28]1[CH:29]=[CH:30][CH:31]=[CH:32][CH:33]=1. The product is OC1=C(C(C1(C1=CC=CC=C1)C)=O)C(C1=CC=CC=C1)C1=CC2=CC=C(C=C2C=C1)OC (3-Hydroxy-2-[(6-methoxy-naphthalen-2-yl)-phenyl-methyl]-4-methyl-4-phenyl-cyclobut-2-enone). Reactants: [In] (Indium), [In] (indium), C(C)(C)(C)[Si](C)(C)O[C@H]1C(=CC[C@@H](C1)O[Si](CC)(CC)CC)CI (tert-butyl({(1R,5S)-2-(iodomethyl)-5-[(triethylsilyl)oxy]cyclohex-2-en-1-yl}oxy)dimethylsilane), C=O (formaldehyde). Solvent: O (water), O (water), O1CCCC1 (tetrahydrofuran). The product is [Si](C)(C)(C(C)(C)C)O[C@@H]1C[C@H](C[C@H](C1=C)CO)O ((1S,3R,5R)-3-{[tert-butyl(dimethyl)silyl]oxy}-5-(hydroxymethyl)-4-methylenecyclohexanol). The yield is 68.5%. Reaction SMILES: [C:1]([Si:5]([O:8][C@@H:9]1[CH2:14][C@@H:13]([O:15][Si](CC)(CC)CC)[CH2:12][CH:11]=[C:10]1[CH2:23]I)([CH3:7])[CH3:6])([CH3:4])([CH3:3])[CH3:2].[In].[CH2:26]=[O:27]>O.O1CCCC1>[Si:5]([O:8][C@H:9]1[C:10](=[CH2:23])[C@H:11]([CH2:26][OH:27])[CH2:12][C@H:13]([OH:15])[CH2:14]1)([C:1]([CH3:2])([CH3:3])[CH3:4])([CH3:6])[CH3:7]. Reported procedure: The compound of Example 16G (2.5 g, 5.2 mmol) was dissolved in 20 mL of water and 30 mL of tetrahydrofuran. Indium powder (0.90 g) was added followed by formaldehyde (37% aqueous solution, 1.6 mL, 21 mmol). Two additional portions of indium (0.3 g each) were added to drive the reaction toward completion. The reaction was diluted with 180 mL of water and extracted twice with 250 mL each of ethyl acetate. The combined organic layers were washed sequentially with 5% NaHCO3 and brine, then dried ove...